From a dataset of the Open Reaction Database (ORD), a public repository of structured organic reaction records. describe an organic reaction: reactants, conditions, products, and yield Solvent: O (water). As a reaction SMILES: [I:1][C:2]1[C:11]2[C:6](=[CH:7][CH:8]=[CH:9][CH:10]=2)C=[CH:4][CH:3]=1.C=O.[ClH:14].P(=O)(O)(O)O.[C:20](O)(=O)[CH3:21]>O>[I:1][C:2]1[C:11]2[C:6](=[CH:7][CH:8]=[CH:9][CH:10]=2)[C:20]([CH2:21][Cl:14])=[CH:4][CH:3]=1. Yields the product IC1=CC=C(C2=CC=CC=C12)CCl (4-iodo-1-chloromethylnaphthalene). The reactants are IC1=CC=CC2=CC=CC=C12 (1-iodo-naphthalene), C=O (paraformaldehyde), Cl (hydrochloric acid), P(O)(O)(O)=O (phosphoric acid), C(C)(=O)O (acetic acid), Cl (hydrochloric acid). Reported procedure: A mixture of 17.8 g of 1-iodo-naphthalene, 4.4 g of paraformaldehyde, 10.4 ml of acetic acid, 14.6 ml of concentrated hydrochloric acid and 6.6 ml of phosphoric acid was stirred at 80° to 85° C. and thereto another 20 ml of concentrated hydrochloric acid was added with stirring 8 times at intervals of 1 hour. The reaction mixture was poured into water and was extracted with benzene. After distilling away benzene, 18.5 g of 4-iodo-1-chloromethylnaphthalene was obtained. Starting materials: [Cl-].[Cl-].[Ca+2] (CaCl2), [H-].[Na+] (NaH), C(C1=CC=CC=C1)OC1=CC=C(C=C1)N1C(NC=2C1=NC=CC2)=O (3-[4-(benzyloxy)phenyl]-1,3-dihydro-2H-imidazo[4,5-b]pyridin-2-one), IC(C)C (2-iodopropane). The solvent is CN(C)C=O (DMF), CO (MeOH). The product is C(C1=CC=CC=C1)OC1=CC=C(C=C1)N1C(N(C=2C1=NC=CC2)C(C)C)=O (3-[4-(benzyloxy)phenyl]-1-(1-methylethyl)-1,3-dihydro-2H-imidazo[4,5-b]pyridin-2-one). As a reaction SMILES: [H-].[Na+].[CH2:3]([O:10][C:11]1[CH:16]=[CH:15][C:14]([N:17]2[C:21]3=[N:22][CH:23]=[CH:24][CH:25]=[C:20]3[NH:19][C:18]2=[O:26])=[CH:13][CH:12]=1)[C:4]1[CH:9]=[CH:8][CH:7]=[CH:6][CH:5]=1.I[CH:28]([CH3:30])[CH3:29].[Cl-].[Cl-].[Ca+2]>CN(C=O)C.CO>[CH2:3]([O:10][C:11]1[CH:12]=[CH:13][C:14]([N:17]2[C:21]3=[N:22][CH:23]=[CH:24][CH:25]=[C:20]3[N:19]([CH:28]([CH3:30])[CH3:29])[C:18]2=[O:26])=[CH:15][CH:16]=1)[C:4]1[CH:9]=[CH:8][CH:7]=[CH:6][CH:5]=1 |f:0.1,4.5.6|. Procedure: NaH (1.260 g) was added to a solution of 3-[4-(benzyloxy)phenyl]-1,3-dihydro-2H-imidazo[4,5-b]pyridin-2-one (5 g) and 2-iodopropane (3.15 mL) in DMF (50 mL) at room temperature. The mixture was stirred at room temperature under a dry atmosphere (CaCl2 tube) for 1 h. The reaction mixture was diluted with MeOH and concentrated in vacuo. The residue was purified by column chromatography (NH silica gel, eluted with 0%-50% EtOAc in hexane) to give 3-[4-(benzyloxy)phenyl]-1-(1-methylethyl)-1,3-dihydro...